This data is from the Open Reaction Database (ORD), a public repository of structured organic reaction records. The task is: describe an organic reaction: reactants, conditions, products, and yield Reactants: CO, CC(=O)c1ccc(C)cc1[N+](=O)[O-], O=C[O-], [NH4+]. Product: CC(=O)c1ccc(C)cc1N. As a reaction SMILES: [CH3:18][OH:19].[CH3:1][c:2]1[cH:3][c:4]([N+:11]([O-:12])=[O:13])[c:5]([C:8]([CH3:9])=[O:10])[cH:6][cH:7]1.[CH:14]([O-:15])=[O:16].[NH4+:17]>>[CH3:1][c:2]1[cH:3][c:4]([NH2:11])[c:5]([C:8]([CH3:9])=[O:10])[cH:6][cH:7]1. Starting materials: CC(C)(C)OC(=O)NC(Cc1ccccc1)C1CO1, C1CCNC1. The product is CC(C)(C)OC(=O)NC(Cc1ccccc1)C(O)CN1CCCC1. RXN SMILES: [C:1]([CH3:2])([CH3:3])([CH3:4])[O:5][C:6]([NH:7][CH:8]([CH2:9][c:10]1[cH:11][cH:12][cH:13][cH:14][cH:15]1)[CH:16]1[O:17][CH2:18]1)=[O:19].[CH2:20]1[CH2:21][CH2:22][NH:23][CH2:24]1>>[C:1]([CH3:2])([CH3:3])([CH3:4])[O:5][C:6]([NH:7][CH:8]([CH2:9][c:10]1[cH:11][cH:12][cH:13][cH:14][cH:15]1)[CH:16]([OH:17])[CH2:18][N:23]1[CH2:22][CH2:21][CH2:20][CH2:24]1)=[O:19]. Reactants: C(CCCC)C1=CC=C(C=C1)C(C=O)=COCC (2-(4-n-pentylphenyl)-3-ethoxy-acrolein), Cl.C(N)(=N)C1=CC=C(C(=O)N)C=C1 (4-amidinobenzoic acid amide hydrochloride), C[O-].[Na+] (sodium methylate). The solvent is CO (methanol). Yields the product C(CCCC)C1=CC=C(C=C1)C=1C=NC(=NC1)C1=CC=C(C(=O)N)C=C1 (4-[5-(4-n-pentylphenyl)-2-pyrimidinyl]benzoic acid amide). Reaction SMILES: [CH2:1]([C:6]1[CH:11]=[CH:10][C:9]([C:12](=[CH:15]OCC)[CH:13]=O)=[CH:8][CH:7]=1)[CH2:2][CH2:3][CH2:4][CH3:5].Cl.[C:20]([C:23]1[CH:31]=[CH:30][C:26]([C:27]([NH2:29])=[O:28])=[CH:25][CH:24]=1)(=[NH:22])[NH2:21].C[O-].[Na+]>CO>[CH2:1]([C:6]1[CH:7]=[CH:8][C:9]([C:12]2[CH:13]=[N:21][C:20]([C:23]3[CH:31]=[CH:30][C:26]([C:27]([NH2:29])=[O:28])=[CH:25][CH:24]=3)=[N:22][CH:15]=2)=[CH:10][CH:11]=1)[CH2:2][CH2:3][CH2:4][CH3:5] |f:1.2,3.4|. Reported procedure: 4.46 g. of 2-(4-n-pentylphenyl)-3-ethoxy-acrolein, 3.63 g. of the 4-amidinobenzoic acid amide hydrochloride described above and 0.0254 mol of sodium methylate (obtained by dissolving 0.584 g. of sodium metal in methanol) are suspended in 250 ml. of methanol and stirred overnight at room temperature under an atmosphere of nitrogen. The yellow suspension is then filtered and the residue is washed with a little ethanol and suspended in 1.4 liters of ether for further purification. The suspension is... Reactants: B, COc1cc2nccc(Oc3ccc(NC(=O)COc4ccccc4C)cc3)c2cc1OC, Cl, [Na+], C1CCOC1, C1CCOC1, [OH-]. Product: COc1cc2nccc(Oc3ccc(NCCOc4ccccc4C)cc3)c2cc1OC. As a reaction SMILES: [BH3:39].[CH3:1][O:2][c:3]1[cH:4][c:5]2[c:6]([O:15][c:16]3[cH:17][cH:18][c:19]([NH:22][C:23]([CH2:24][O:25][c:26]4[c:27]([CH3:32])[cH:28][cH:29][cH:30][cH:31]4)=[O:33])[cH:20][cH:21]3)[cH:7][cH:8][n:9][c:10]2[cH:11][c:12]1[O:13][CH3:14].[ClH:40].[Na+:42].[O:34]1[CH2:35][CH2:36][CH2:37][CH2:38]1.[O:43]1[CH2:44][CH2:45][CH2:46][CH2:47]1.[OH-:41]>>[CH3:1][O:2][c:3]1[cH:4][c:5]2[c:6]([O:15][c:16]3[cH:17][cH:18][c:19]([NH:22][CH2:23][CH2:24][O:25][c:26]4[c:27]([CH3:32])[cH:28][cH:29][cH:30][cH:31]4)[cH:20][cH:21]3)[cH:7][cH:8][n:9][c:10]2[cH:11][c:12]1[O:13][CH3:14].